describe an organic reaction: reactants, conditions, products, and yield From a dataset of the Open Reaction Database (ORD), a public repository of structured organic reaction records. The reactants are CC=CC=CC(=O)Cl, ClCCl, C=CCNCCc1ccccc1, [Na+], [OH-]. Product: C=CCN(CCc1ccccc1)C(=O)C=CC=CC. As a reaction SMILES: [C:1]([CH:2]=[CH:3][CH:4]=[CH:5][CH3:6])(=[O:7])[Cl:8].[CH2:23]([Cl:24])[Cl:25].[CH2:9]([CH:10]=[CH2:11])[NH:12][CH2:13][CH2:14][c:15]1[cH:16][cH:17][cH:18][cH:19][cH:20]1.[Na+:22].[OH-:21]>>[C:1]([CH:2]=[CH:3][CH:4]=[CH:5][CH3:6])(=[O:7])[N:12]([CH2:9][CH:10]=[CH2:11])[CH2:13][CH2:14][c:15]1[cH:16][cH:17][cH:18][cH:19][cH:20]1. Reaction SMILES: [C:31](=[O:32])([O-:33])[O-:34].[CH3:1][O:2][c:3]1[c:4]([N+:17](=[O:18])[O-:19])[c:5]([NH:9][C:10]([O:11][C:12]([CH3:13])([CH3:14])[CH3:15])=[O:16])[cH:6][cH:7][cH:8]1.[CH3:20][S:21]([O:22][CH2:25][CH2:26][CH2:27][CH2:28][O:29][CH3:30])(=[O:23])=[O:24].[CH3:37][N:38]([CH3:39])[CH:40]=[O:41].[Cs+:35].[Cs+:36]>>[CH3:1][O:2][c:3]1[c:4]([N+:17](=[O:18])[O-:19])[c:5]([N:9]([C:10]([O:11][C:12]([CH3:13])([CH3:14])[CH3:15])=[O:16])[CH2:25][CH2:26][CH2:27][CH2:28][O:29][CH3:30])[cH:6][cH:7][cH:8]1. The product is COCCCCN(C(=O)OC(C)(C)C)c1cccc(OC)c1[N+](=O)[O-]. Reactants: O=C([O-])[O-], COc1cccc(NC(=O)OC(C)(C)C)c1[N+](=O)[O-], COCCCCOS(C)(=O)=O, CN(C)C=O, [Cs+], [Cs+]. The reactants are ClC1=C(C=C(C=C1)[C@@H](CC(=O)OC)CNC(C(F)(F)F)=O)[N+](=O)[O-] (Methyl (3R)-3-(4-chloro-3-nitrophenyl)-4-(2,2,2-trifluoroacetylamino)butanoate). The reagents and catalysts are [Fe] (iron). Solvent: C(C)(=O)O (acetic acid), O (water). Reaction conditions: temperature 50 celsius, time 1 hour. Product: NC=1C=C(C=CC1Cl)[C@@H](CC(=O)OC)CNC(C(F)(F)F)=O (Methyl (3R)-3-(3-amino-4-chlorophenyl)-4-(2,2,2-trifluoroacetylamino)butanoate). The yield is 76.1%. Reaction SMILES: [Cl:1][C:2]1[CH:7]=[CH:6][C:5]([C@H:8]([CH2:14][NH:15][C:16](=[O:21])[C:17]([F:20])([F:19])[F:18])[CH2:9][C:10]([O:12][CH3:13])=[O:11])=[CH:4][C:3]=1[N+:22]([O-])=O>C(O)(=O)C.O.[Fe]>[NH2:22][C:3]1[CH:4]=[C:5]([C@H:8]([CH2:14][NH:15][C:16](=[O:21])[C:17]([F:20])([F:18])[F:19])[CH2:9][C:10]([O:12][CH3:13])=[O:11])[CH:6]=[CH:7][C:2]=1[Cl:1]. Procedure details: Methyl (3R)-3-(4-chloro-3-nitrophenyl)-4-(2,2,2-trifluoroacetylamino)butanoate (65a) (3 g, 8.15 mmol) was dissolved in 4 mL of acetic acid and 60 mL of water. At 50° C., iron powder (2.5° C., 2.74 g, 40.75 mmol) was added and the reaction mixture was stirred for 1 h at 50° C. The mixture was cooled to room temperature and then extracted with 100 mL of ethyl acetate. The ethyl acetate solution was washed with 30 mL of water, and the water extraction repeated another ten times to remove the acetic... The reactants are FC1=C(C(=O)NC2=NN(C=C2)CC2=C(C=C(C=C2)O)C)C(=CC=C1)F (2,6-difluoro-N-{1-[(4-hydroxy-2-methylphenyl)methyl]-1H-pyrazol-3-yl}benzamide), C([O-])([O-])=O.[Cs+].[Cs+] (cesium carbonate), Br.BrCC1=NC=CC=C1 (2-(bromomethyl)pyridine hydrobromide). Solvent: CS(=O)C (dimethyl sulfoxide). Conditions: time 8 hour. Product: FC1=C(C(=O)NC2=NN(C=C2)CC2=C(C=C(C=C2)OCC2=NC=CC=C2)C)C(=CC=C1)F (2,6-difluoro-N-[1-({2-methyl-4-[(2-pyridinylmethyl)oxy]phenyl}methyl]-1H-pyrazol-3-yl]benzamide). Reaction SMILES: [F:1][C:2]1[CH:24]=[CH:23][CH:22]=[C:21]([F:25])[C:3]=1[C:4]([NH:6][C:7]1[CH:11]=[CH:10][N:9]([CH2:12][C:13]2[CH:18]=[CH:17][C:16]([OH:19])=[CH:15][C:14]=2[CH3:20])[N:8]=1)=[O:5].C(=O)([O-])[O-].[Cs+].[Cs+].Br.Br[CH2:34][C:35]1[CH:40]=[CH:39][CH:38]=[CH:37][N:36]=1>CS(C)=O>[F:1][C:2]1[CH:24]=[CH:23][CH:22]=[C:21]([F:25])[C:3]=1[C:4]([NH:6][C:7]1[CH:11]=[CH:10][N:9]([CH2:12][C:13]2[CH:18]=[CH:17][C:16]([O:19][CH2:34][C:35]3[CH:40]=[CH:39][CH:38]=[CH:37][N:36]=3)=[CH:15][C:14]=2[CH3:20])[N:8]=1)=[O:5] |f:1.2.3,4.5|. Reported procedure: To a solution of 2,6-difluoro-N-{1-[(4-hydroxy-2-methylphenyl)methyl]-1H-pyrazol-3-yl}benzamide (for a preparation see Example 48)(103 mg, 0.30 mmol) in dimethyl sulfoxide (1 ml) was added cesium carbonate (195 mg, 0.60 mmol) and then 2-(bromomethyl)pyridine hydrobromide (107 mg, 0.423 mmol, Aldrich). The resulting red solution was stirred at ambient temperature under nitrogen overnight. The mixture was filtered using a hydrophobic frit and the filtrate diluted with methanol (1 ml). The filtrate... Reactants: O=C(n1ccnc1)n1ccnc1, O=C(O)c1cc2c(Cl)cncc2s1, NNC(N)=S, CN(C)C=O. Yields the product NC(=S)NNC(=O)c1cc2c(Cl)cncc2s1. RXN SMILES: [C:14]([n:15]1[cH:16][cH:17][n:18][cH:19]1)([n:20]1[cH:21][cH:22][n:23][cH:24]1)=[O:25].[Cl:1][c:2]1[c:3]2[c:4]([cH:5][n:6][cH:7]1)[s:8][c:9]([C:11](=[O:12])[OH:13])[cH:10]2.[NH2:26][NH:27][C:28](=[S:29])[NH2:30].[O:31]=[CH:32][N:33]([CH3:34])[CH3:35]>>[Cl:1][c:2]1[c:3]2[c:4]([cH:5][n:6][cH:7]1)[s:8][c:9]([C:11](=[O:13])[NH:26][NH:27][C:28](=[S:29])[NH2:30])[cH:10]2.